From a dataset of the Open Reaction Database (ORD), a public repository of structured organic reaction records. describe an organic reaction: reactants, conditions, products, and yield Reactants: O1C(=CC=C1)C=1OC(=C(N1)COC1=C(C=C(C=C1)CC(=O)OCC)OC)C (Ethyl (4-{[2-(2-furyl)-5-methyl-1,3-oxazol-4-yl]methoxy}-3-methoxyphenyl)acetate), Cl (hydrochloric acid). Run in [OH-].[K+] (potassium hydroxide). Conditions: time 8 hour. The product is O1C(=CC=C1)C=1OC(=C(N1)COC1=C(C=C(C=C1)CC(=O)O)OC)C ((4-{[2-(2-furyl)-5-methyl-1,3-oxazol-4-yl]methoxy}-3-methoxyphenyl)acetic acid). Isolated yield 94.9%. As a reaction SMILES: [O:1]1[CH:5]=[CH:4][CH:3]=[C:2]1[C:6]1[O:7][C:8]([CH3:27])=[C:9]([CH2:11][O:12][C:13]2[CH:18]=[CH:17][C:16]([CH2:19][C:20]([O:22]CC)=[O:21])=[CH:15][C:14]=2[O:25][CH3:26])[N:10]=1.Cl>[OH-].[K+]>[O:1]1[CH:5]=[CH:4][CH:3]=[C:2]1[C:6]1[O:7][C:8]([CH3:27])=[C:9]([CH2:11][O:12][C:13]2[CH:18]=[CH:17][C:16]([CH2:19][C:20]([OH:22])=[O:21])=[CH:15][C:14]=2[O:25][CH3:26])[N:10]=1 |f:2.3|. Reported procedure: Ethyl (4-{[2-(2-furyl)-5-methyl-1,3-oxazol-4-yl]methoxy}-3-methoxyphenyl)acetate (6.19 g) was dissolved in 0.25N potassium hydroxide mixed solution (potassium hydroxide 7.01 g/methanol 125 mL/tetrahydrofuran 354 mL/distilled water 21 mL), and the mixture was stirred overnight at room temperature. The reaction mixture was acidified by adding hydrochloric acid, and the mixture was extracted with ethyl acetate. The extract was washed successively with distilled water and saturated brine, dried over... The reactants are C(C)(=O)[O-].[Na+] (sodium acetate), BrC(C(=O)C(F)(F)F)Br (1,1-dibromo-3,3,3-trifluoroacetone), C(O)([O-])=O.[Na+] (sodium hydrogencarbonate), Cl.ClC1=C(C(=O)OCC)C=C(C=C1F)NN (ethyl 2-chloro-fluoro-5-hydrazinobenzoate hydrochloride). Run in O (water), O (water), C(C)OCC (diethyl ether). Reaction conditions: time 20 minute. Yields the product ClC1=C(C(=O)OCC)C=C(C(=C1)F)NN (ethyl 2-chloro-4-fluoro-5-hydrazinobenzoate). RXN SMILES: C([O-])(=O)C.[Na+].BrC(Br)C(C(F)(F)[F:11])=O.Cl.[Cl:16][C:17]1[C:27](F)=[CH:26][C:25]([NH:29][NH2:30])=[CH:24][C:18]=1[C:19]([O:21][CH2:22][CH3:23])=[O:20].C(=O)([O-])O.[Na+]>O.C(OCC)C>[Cl:16][C:17]1[CH:27]=[C:26]([F:11])[C:25]([NH:29][NH2:30])=[CH:24][C:18]=1[C:19]([O:21][CH2:22][CH3:23])=[O:20] |f:0.1,3.4,5.6|. Procedure: To a mixed aqueous solution of 5.3 g (53.5 mmol) of sodium acetate and about 100 ml of water was added under ice cooling 6.6 g (24.3 mmol) of 1,1-dibromo-3,3,3-trifluoroacetone, and the reaction was allowed to proceed at 70° C. for 20 minutes. Then, the reaction mixture was cooled to room temperature. Separately, 5.8 g (21.5 mmol) of crude ethyl 2-chloro-fluoro-5-hydrazinobenzoate hydrochloride was dissolved in 30 ml of water, to which 100 ml of diethyl ether was added, and while cooling, the mi... Starting materials: CS(=O)(=O)C(COC)=CCOC (2-methylsulfonyl-1,4-dimethoxy-but-2-ene), C(C1=CC=CC=C1)C=1OC=C(N1)C (2-benzyl-4-methyloxazole). Conditions: temperature 190 celsius. Product: CC1=NC(=C(C(=C1O)COC)COC)CC1=CC=CC=C1 (2-Methyl-4,5-di-(methoxymethyl)-6-benzyl-pyridin-3-ol). As a reaction SMILES: CS([C:5](=[CH:9][CH2:10][O:11][CH3:12])[CH2:6][O:7][CH3:8])(=O)=O.[CH2:13]([C:20]1[O:21][CH:22]=[C:23]([CH3:25])[N:24]=1)[C:14]1[CH:19]=[CH:18][CH:17]=[CH:16][CH:15]=1>>[CH3:25][C:23]1[C:22]([OH:21])=[C:5]([CH2:6][O:7][CH3:8])[C:9]([CH2:10][O:11][CH3:12])=[C:20]([CH2:13][C:14]2[CH:19]=[CH:18][CH:17]=[CH:16][CH:15]=2)[N:24]=1. Procedure details: A mixture of 19.4 g (0.1 mole) of 2-methylsulfonyl-1,4-dimethoxy-but-2-ene and 34.6 g (0.2 mole) of 2-benzyl-4-methyloxazole is heated for 10 hours at 190° C. After it has cooled, unconverted oxazole and sulfone are distilled off in a high vacuum. The residue is chromatographed over silica gel (using ethyl acetate and methanol). 5.5 g of 2-methyl-4,5-di-(methoxymethyl)-6-benzyl-pyridin-3-ol, identified by the NMR spectrum, are obtained. The reactants are [BH4-], COCCOC, [Cl-], [Cl-], [Cl-], [Cl-], N, [Na+], ON=C1CCCOc2ccccc21, O, [Ti+4]. Yields the product NC1CCCOc2ccccc21. RXN SMILES: [BH4-:14].[CH3:18][O:19][CH2:20][CH2:21][O:22][CH3:23].[Cl-:24].[Cl-:25].[Cl-:26].[Cl-:27].[NH3:17].[Na+:15].[O:1]1[CH2:2][CH2:3][CH2:4][C:5](=[N:12][OH:13])[c:6]2[c:7]1[cH:8][cH:9][cH:10][cH:11]2.[OH2:16].[Ti+4:28]>>[O:1]1[CH2:2][CH2:3][CH2:4][CH:5]([NH2:12])[c:6]2[c:7]1[cH:8][cH:9][cH:10][cH:11]2. Starting materials: C(C)[C@]12C(CC=C2C2=C(CC1)C=1C=CC(=CC1CC2)O)=O (13β-ethyl-3-hydroxygona-1,3,5(10),8,14-pentaen-17-one), C(C)(=O)OC(C)=O (acetic anhydride). Solvent: N1=CC=CC=C1 (pyridine). Run at time 16 hour. The product is C(C)[C@]12C(CC=C2C2=C(CC1)C=1C=CC(=CC1CC2)OC(C)=O)=O (13β-ethyl-3-acetoxygona-1,3,5(10),8,14-pentaen-17-one). Reaction SMILES: [CH2:1]([C@:3]12[CH2:11][CH2:10][C:9]3[C:12]4[CH:13]=[CH:14][C:15]([OH:20])=[CH:16][C:17]=4[CH2:18][CH2:19][C:8]=3[C:7]1=[CH:6][CH2:5][C:4]2=[O:21])[CH3:2].[C:22](OC(=O)C)(=[O:24])[CH3:23]>N1C=CC=CC=1>[CH2:1]([C@:3]12[CH2:11][CH2:10][C:9]3[C:12]4[CH:13]=[CH:14][C:15]([O:20][C:22](=[O:24])[CH3:23])=[CH:16][C:17]=4[CH2:18][CH2:19][C:8]=3[C:7]1=[CH:6][CH2:5][C:4]2=[O:21])[CH3:2]. Procedure details: Dissolve 13β-ethyl-3-hydroxygona-1,3,5(10),8,14-pentaen-17-one (2.45 g) in pyridine (7 cc) and acetic anhydride (4 cc) and allow to stand at room temperature for 16 hours. Remove the solvent under reduced pressure, add ethanol (20 cc) and again evaporate the solvent. Recrystallize the residue from ethanol to give a red crystalline solid, m.p. 122°-124°. Filter the solid through `Florisil` (100 g) with benzene, evaporate the solvent and recrystallize the product from ethanol to obtain 13β-ethyl-3... Starting materials: NC=1NC(C2=C(N1)N(C(S2)=O)C\C=C\CCl)=O (5-Amino-3-[(E)-4-chloro-2-buten-1-yl]thiazolo[4,5-d]pyrimidine-2,7(3H, 6H)-dione), P(OCC)(OCC)OCC (triethyl phosphite), P(OCC)(OCC)OCC (triethyl phosphite). Run in CC#N (CH3CN). Product: NC=1NC(C2=C(N1)N(C(S2)=O)C\C=C\CP(=O)(OCC)OCC)=O (5-Amino3-[(E)-4-(diethoxyphosphoryl)-2-buten-1-yl]thiazolo[4,5-d]pyrimidine-2,7(3H, 6H)-dione). RXN SMILES: [NH2:1][C:2]1[NH:3][C:4](=[O:17])[C:5]2[S:10][C:9](=[O:11])[N:8]([CH2:12]/[CH:13]=[CH:14]/[CH2:15]Cl)[C:6]=2[N:7]=1.[P:18]([O:25]CC)([O:22][CH2:23][CH3:24])[O:19][CH2:20][CH3:21]>CC#N>[NH2:1][C:2]1[NH:3][C:4](=[O:17])[C:5]2[S:10][C:9](=[O:11])[N:8]([CH2:12]/[CH:13]=[CH:14]/[CH2:15][P:18]([O:22][CH2:23][CH3:24])([O:19][CH2:20][CH3:21])=[O:25])[C:6]=2[N:7]=1. Procedure details: A mixture of 5-Amino-3-[(E)-4-chloro-2-buten-1-yl]thiazolo[4,5-d]pyrimidine-2,7(3H, 6H)-dione (0.75 g, 2.75 mmol), anhydrous CH3CN (75 mL) and triethyl phosphite (10 mL) was stirred and heated at reflux for 6 days while adding additional quantities of triethyl phosphite (2×5 mL) at 2 day intervals. The mixture was evaporated and the residue was dissolved in CH2Cl2 (50 mL). The solution was applied to a silica gel column (5.5×20 cm) and the column was flash eluted with progressively increasing co... Reactants: N(=[N+]=[N-])C1=NC2=C(C=CC=C2C=C1)O (2-azido-quinolin-8-ol), [H-].[Na+] (sodium hydride), CCOC(=O)C (EtOAc), ClC1=NC=CC(=C1)C1=CC=C(C=C1)C(F)(F)F (2-chloro-4-(4-trifluoromethyl-phenyl)-pyridine), Example 410 ( c ). Run in [Cl-].[Na+].O (brine), CN(C)C=O (DMF). Conditions: temperature 180 celsius. The product is FC(C1=CC=C(C=C1)C1=CC(=NC=C1)OC=1C=CC=C2C=CC(=NC12)N)(F)F (8-[4-(4-Trifluoromethyl-phenyl)-pyridin-2-yloxy]-quinolin-2-ylamine). As a reaction SMILES: [N:1]([C:4]1[CH:13]=[CH:12][C:11]2[C:6](=[C:7]([OH:14])[CH:8]=[CH:9][CH:10]=2)[N:5]=1)=[N+]=[N-].Cl[C:16]1[CH:21]=[C:20]([C:22]2[CH:27]=[CH:26][C:25]([C:28]([F:31])([F:30])[F:29])=[CH:24][CH:23]=2)[CH:19]=[CH:18][N:17]=1.[H-].[Na+].CCOC(C)=O>CN(C=O)C.[Cl-].[Na+].O>[F:31][C:28]([F:29])([F:30])[C:25]1[CH:24]=[CH:23][C:22]([C:20]2[CH:21]=[CH:16][N:17]=[C:18]([O:14][C:7]3[CH:8]=[CH:9][CH:10]=[C:11]4[C:6]=3[N:5]=[C:4]([NH2:1])[CH:13]=[CH:12]4)[CH:19]=2)=[CH:27][CH:26]=1 |f:2.3,6.7.8|. Procedure details: A mixture of 2-azido-quinolin-8-ol (0.28 g, 1.5 mmol), 2-chloro-4-(4-trifluoromethyl-phenyl)-pyridine (Example 410 (c), 0.26 g, 1 mmol), and sodium hydride (64 mg, 1.6 mmol) in DMF (2 mL) was heated in a 180° C. oil bath for 48 h. The reaction mixture was then transferred to a 5-mL tube, and irradiated in the Microwave Smith Synthesizer at 250° C. for 10 min. EtOAc and brine were added, and the aqueous layer was extracted with EtOAc. Combined organic layers were dried over Na2SO4, filtered, and ... The yield is 100.7%. The product is ethyl acetate hexanes, C(C1=CC=CC=C1)OC[C@@H](CO)NC(C1=CC=CC=C1)(C1=CC=CC=C1)C1=CC=CC=C1 ((2R)-3-(benzyloxy)-2-(tritylamino)propan-1-ol). Solvent: CCOCC (Et2O). Run at temperature 0 celsius, time 90 minute. Reaction SMILES: [CH2:1]([O:8][CH2:9][C@@H:10]([C:31](OC)=[O:32])[NH:11][C:12]([C:25]1[CH:30]=[CH:29][CH:28]=[CH:27][CH:26]=1)([C:19]1[CH:24]=[CH:23][CH:22]=[CH:21][CH:20]=1)[C:13]1[CH:18]=[CH:17][CH:16]=[CH:15][CH:14]=1)[C:2]1[CH:7]=[CH:6][CH:5]=[CH:4][CH:3]=1.[H-].[Al+3].[Li+].[H-].[H-].[H-].O.[OH-].[Na+]>CCOCC>[CH2:1]([O:8][CH2:9][C@H:10]([NH:11][C:12]([C:25]1[CH:30]=[CH:29][CH:28]=[CH:27][CH:26]=1)([C:19]1[CH:20]=[CH:21][CH:22]=[CH:23][CH:24]=1)[C:13]1[CH:14]=[CH:15][CH:16]=[CH:17][CH:18]=1)[CH2:31][OH:32])[C:2]1[CH:3]=[CH:4][CH:5]=[CH:6][CH:7]=1 |f:1.2.3.4.5.6,8.9|. Reactants: O (H2O), [OH-].[Na+] (NaOH), O (H2O), C(C1=CC=CC=C1)OC[C@H](NC(C1=CC=CC=C1)(C1=CC=CC=C1)C1=CC=CC=C1)C(=O)OC (Methyl O-benzyl-N-trityl-L-serinate), [H-].[Al+3].[Li+].[H-].[H-].[H-] (Lithium aluminum hydride). Reported procedure: Methyl O-benzyl-N-trityl-L-serinate (2.94 g, 6.52 mmol) was dissolved in 100 mL of anhydrous Et2O and the solution was cooled to 0° C. under N2. Lithium aluminum hydride (1.63 g, 42.9 mmol) was added and the mixture was stirred for 90 minutes. The reaction mixture was then sequentially treated with 1.63 mL of H2O, 1.63 mL of 15% NaOH solution and 4.90 mL of H2O. After stirring for 30 minutes, the reaction mixture was filtered to remove the white solid. The solid was washed with several portions ...